Dataset: the Open Reaction Database (ORD), a public repository of structured organic reaction records. Task: describe an organic reaction: reactants, conditions, products, and yield Reactants: O=C(Cl)c1ccc2c(c1)COC2=O, NS(N)(=O)=O, O, O=S1(=O)CCCC1. Product: N#Cc1ccc2c(c1)COC2=O. RXN SMILES: [Cl:1][C:2](=[O:3])[c:4]1[cH:5][c:6]2[c:11]([cH:12][cH:13]1)[C:9](=[O:10])[O:8][CH2:7]2.[NH2:14][S:15](=[O:16])(=[O:17])[NH2:18].[OH2:19].[S:20]1(=[O:25])(=[O:26])[CH2:21][CH2:22][CH2:23][CH2:24]1>>[C:2]([c:4]1[cH:5][c:6]2[c:11]([cH:12][cH:13]1)[C:9](=[O:10])[O:8][CH2:7]2)#[N:14]. The reactants are [OH-].[Na+] (NaOH), [H-].[H-].[H-].[H-].[Li+].[Al+3] (LiAlH4), [Al+3].[Cl-].[Cl-].[Cl-] (AlCl3), C1CCCC12COC1(CCCCC1)N2 (14-aza-7-oxadispiro[4.2.5.1]tetradecane). Solvent: O (Water), C1CCOC1 (THF), C1CCOC1 (THF). Run at temperature 20 celsius, time 45 minute. The product is C1(CCCCC1)NC1(CCCC1)CO (1-(cyclohexylamino)-1-(hydroxymethyl)cyclopentane). Yield: 78.5%. Reaction SMILES: [H-].[H-].[H-].[H-].[Li+].[Al+3].[Al+3].[Cl-].[Cl-].[Cl-].[CH2:11]1[C:15]2([NH:24][C:18]3([CH2:23][CH2:22][CH2:21][CH2:20][CH2:19]3)[O:17][CH2:16]2)[CH2:14][CH2:13][CH2:12]1.[OH-].[Na+]>C1COCC1.O>[CH:18]1([NH:24][C:15]2([CH2:16][OH:17])[CH2:14][CH2:13][CH2:12][CH2:11]2)[CH2:19][CH2:20][CH2:21][CH2:22][CH2:23]1 |f:0.1.2.3.4.5,6.7.8.9,11.12|. Procedure: To a solution of LiAlH4 (0.93 g, 24.4 mmol) and AlCl3 (3.24 g, 24.4 mmol) in THF at 4° C. was added dropwise a solution of 14-aza-7-oxadispiro[4.2.5.1]tetradecane (2.38 g, 12,2 mmol) in THF (15 mL). The resulting mixture was warmed to 20° C. and stirred for 45 min., then cooled to 4° C. Water (5 mL) was slowly added to quench the reaction and a 1N NaOH solution (85 mL) was added to dissolve the resulting solids. The resulting solution was extracted with Et2O (200 mL). The organic layer was dried...